describe an organic reaction: reactants, conditions, products, and yield From a dataset of the Open Reaction Database (ORD), a public repository of structured organic reaction records. Reactants: S(=O)(=O)([O-])[O-].[Na+].[Na+] (sodium sulphate), C(C)(=O)C=1C(=NN(C1)C1=C(C=C(C=C1Cl)C(F)(F)F)Cl)C#N (4-acetyl-3-cyano-1-(2,6-dichloro-4-trifluoromethylphenyl)pyrazole), O1CCCC1 (tetrahydrofuran), μ-chloro-μ-methylene-[bis(cyclopentadienyl)titanium]dimethylaluminium, solution. Solvent: CCOCC (ether), C1(=CC=CC=C1)C (toluene). Reaction conditions: time 15 minute. Product: C(#N)C1=NN(C=C1C(=C)C)C1=C(C=C(C=C1Cl)C(F)(F)F)Cl (3-Cyano-1-(2,6-dichloro-4-trifluoromethylphenyl)-4-( 1-methylethen-1-yl)pyrazole). As a reaction SMILES: [C:1]([C:4]1[C:5]([C:21]#[N:22])=[N:6][N:7]([C:9]2[C:14]([Cl:15])=[CH:13][C:12]([C:16]([F:19])([F:18])[F:17])=[CH:11][C:10]=2[Cl:20])[CH:8]=1)(=O)[CH3:2].S([O-])([O-])(=O)=O.[Na+].[Na+].O1CCC[CH2:31]1>C1(C)C=CC=CC=1.CCOCC>[C:21]([C:5]1[C:4]([C:1]([CH3:31])=[CH2:2])=[CH:8][N:7]([C:9]2[C:14]([Cl:15])=[CH:13][C:12]([C:16]([F:19])([F:18])[F:17])=[CH:11][C:10]=2[Cl:20])[N:6]=1)#[N:22] |f:1.2.3|. Procedure: To a solution of 4-acetyl-3-cyano-1-(2,6-dichloro-4-trifluoromethylphenyl)pyrazole (0.75 g) in tetrahydrofuran (5 ml) cooled to −40° C. under an atmosphere of nitrogen was added μ-chloro-μ-methylene-[bis(cyclopentadienyl)titanium]dimethylaluminium (5.18 ml of a 0.5M solution in toluene) and the mixture was stirred for 15 minutes then allowed to warm to room temperature. After 2 hours at room temperature 0.1M aqueous sodium sulphate solution was added dropwise until effervescence ceased. The reac... Yields the product CC(C)c1ccc(-c2ccccc2)c(O)c1. The reactants are Br, CC(=O)O, COc1cc(C(C)C)ccc1-c1ccccc1, O. RXN SMILES: [BrH:18].[CH3:19][C:20](=[O:21])[OH:22].[CH:1]([CH3:2])([CH3:3])[c:4]1[cH:5][c:6]([O:16][CH3:17])[c:7](-[c:10]2[cH:11][cH:12][cH:13][cH:14][cH:15]2)[cH:8][cH:9]1.[OH2:23]>>[CH:1]([CH3:2])([CH3:3])[c:4]1[cH:5][c:6]([OH:16])[c:7](-[c:10]2[cH:11][cH:12][cH:13][cH:14][cH:15]2)[cH:8][cH:9]1. The reactants are Cc1cccc(-c2cncc(N(C(=O)OC(C)(C)C)c3ccc(Cl)cc3)n2)n1, ClCCl, [NH4+], [OH-], O=C(O)C(F)(F)F. Yields the product Cc1cccc(-c2cncc(Nc3ccc(Cl)cc3)n2)n1. RXN SMILES: [C:8]([O:9][C:10](=[O:11])[N:14]([c:15]1[n:16][c:17](-[c:21]2[n:22][c:23]([CH3:27])[cH:24][cH:25][cH:26]2)[cH:18][n:19][cH:20]1)[c:28]1[cH:29][cH:30][c:31]([Cl:34])[cH:32][cH:33]1)([CH3:12])([CH3:13])[CH3:35].[Cl:38][CH2:39][Cl:40].[NH4+:36].[OH-:37].[OH:1][C:2]([C:3]([F:4])([F:5])[F:6])=[O:7]>>[NH:14]([c:15]1[n:16][c:17](-[c:21]2[n:22][c:23]([CH3:27])[cH:24][cH:25][cH:26]2)[cH:18][n:19][cH:20]1)[c:28]1[cH:29][cH:30][c:31]([Cl:34])[cH:32][cH:33]1. Starting materials: CC1(OCCO1)C1=CC=C(S1)CN1N=CC(=C1)N (1-[5-(2-methyl-[1,3]dioxolan-2-yl)-thiophen-2-ylmethyl]-1H-pyrazol-4-ylamine), CN(C=1C=C(C=CC1)C1=C(N=CO1)C(=O)O)C (5-(3-dimethylamino-phenyl)-oxazole-4-carboxylic acid), 05c. Product: C(C)(=O)C1=CC=C(S1)CN1N=CC(=C1)NC(=O)C=1N=COC1C1=CC(=CC=C1)N(C)C (5-(3-Dimethylamino-phenyl)-oxazole-4-carboxylic acid [1-(5-acetyl-thiophen-2-ylmethyl)-1H-pyrazol-4-yl]-amide). RXN SMILES: [CH3:1][C:2]1([C:7]2[S:11][C:10]([CH2:12][N:13]3[CH:17]=[C:16]([NH2:18])[CH:15]=[N:14]3)=[CH:9][CH:8]=2)[O:6]CCO1.[CH3:19][N:20]([CH3:35])[C:21]1[CH:22]=[C:23]([C:27]2[O:31][CH:30]=[N:29][C:28]=2[C:32](O)=[O:33])[CH:24]=[CH:25][CH:26]=1>>[C:2]([C:7]1[S:11][C:10]([CH2:12][N:13]2[CH:17]=[C:16]([NH:18][C:32]([C:28]3[N:29]=[CH:30][O:31][C:27]=3[C:23]3[CH:24]=[CH:25][CH:26]=[C:21]([N:20]([CH3:35])[CH3:19])[CH:22]=3)=[O:33])[CH:15]=[N:14]2)=[CH:9][CH:8]=1)(=[O:6])[CH3:1]. Procedure details: Following general procedure X followed by C, starting from 1-[5-(2-methyl-[1,3]dioxolan-2-yl)-thiophen-2-ylmethyl]-1H-pyrazol-4-ylamine and 5-(3-dimethylamino-phenyl)-oxazole-4-carboxylic acid. LC-MS-conditions 05c: tR=0.58 min; [M+H]+=436.28. The reactants are ClCCl, COCCCn1c(=O)oc2ccc(-c3ccc(CC(NC(=O)C4(NC(=O)OC(C)(C)C)CCOCC4)C(N)=O)cc3)cc21. Product: COCCCn1c(=O)oc2ccc(-c3ccc(CC(C#N)NC(=O)C4(NC(=O)OC(C)(C)C)CCOCC4)cc3)cc21. RXN SMILES: [Cl:44][CH2:45][Cl:46].[NH2:1][C:2]([CH:3]([CH2:4][c:5]1[cH:6][cH:7][c:8](-[c:11]2[cH:12][cH:13][c:14]3[c:15]([n:16]([CH2:20][CH2:21][CH2:22][O:23][CH3:24])[c:17](=[O:19])[o:18]3)[cH:25]2)[cH:9][cH:10]1)[NH:26][C:27](=[O:28])[C:29]1([NH:35][C:36]([O:37][C:38]([CH3:39])([CH3:40])[CH3:41])=[O:42])[CH2:30][CH2:31][O:32][CH2:33][CH2:34]1)=[O:43]>>[N:1]#[C:2][CH:3]([CH2:4][c:5]1[cH:6][cH:7][c:8](-[c:11]2[cH:12][cH:13][c:14]3[c:15]([n:16]([CH2:20][CH2:21][CH2:22][O:23][CH3:24])[c:17](=[O:19])[o:18]3)[cH:25]2)[cH:9][cH:10]1)[NH:26][C:27](=[O:28])[C:29]1([NH:35][C:36]([O:37][C:38]([CH3:39])([CH3:40])[CH3:41])=[O:42])[CH2:30][CH2:31][O:32][CH2:33][CH2:34]1. Reactants: C=NN1CCCCCC1, CCOCC, Cl, C1COCCO1. Reaction SMILES: [CH2:1]=[N:2][N:3]1[CH2:4][CH2:5][CH2:6][CH2:7][CH2:8][CH2:9]1.[CH3:17][CH2:18][O:19][CH2:20][CH3:21].[ClH:16].[O:10]1[CH2:11][CH2:12][O:13][CH2:14][CH2:15]1>>[CH3:1][NH:2][N:3]1[CH2:4][CH2:5][CH2:6][CH2:7][CH2:8][CH2:9]1.[ClH:16]. The product is CNN1CCCCCC1, Cl. Reactants: ClC1=C(C=CC(=C1)O)C1=CC=2C(=NN1C1=CC=C(C=C1)SC)C(N(N2)CC2=CC=C(C=C2)C(F)(F)F)=O (6-(2-Chloro-4-hydroxyphenyl)-5-[4-(methylthio)phenyl]-2-[4-(trifluoro-methyl)benzyl]-2,5-dihydro-3H-pyrazolo[4,3-c]pyridazin-3-one), FC(COS(=O)(=O)C(F)(F)F)(F)F (2,2,2-trifluoroethyltrifluoromethanesulfonate), C(=O)(O)[O-].[Na+] (NaHCO3). Solvent: CCO (EtOH). Product: ClC1=C(C=CC(=C1)OCC(F)(F)F)C1=CC=2C(=NN1C1=CC=C(C=C1)SC)C(N(N2)CC2=CC=C(C=C2)C(F)(F)F)=O (6-[2-Chloro-4-(2,2,2-trifluoroethoxy)phenyl]-5-[4-(methylthio)phenyl]-2-[4-(trifluoromethyl)benzyl]-2,5-dihydro-3H-pyrazolo[4,3-c]pyridazin-3-one). Yield: 28.0%. RXN SMILES: [Cl:1][C:2]1[CH:7]=[C:6]([OH:8])[CH:5]=[CH:4][C:3]=1[C:9]1[N:14]([C:15]2[CH:20]=[CH:19][C:18]([S:21][CH3:22])=[CH:17][CH:16]=2)[N:13]=[C:12]2[C:23](=[O:37])[N:24]([CH2:26][C:27]3[CH:32]=[CH:31][C:30]([C:33]([F:36])([F:35])[F:34])=[CH:29][CH:28]=3)[N:25]=[C:11]2[CH:10]=1.[F:38][C:39]([F:50])([F:49])[CH2:40]OS(C(F)(F)F)(=O)=O.C([O-])(O)=O.[Na+]>CCO>[Cl:1][C:2]1[CH:7]=[C:6]([O:8][CH2:40][C:39]([F:50])([F:49])[F:38])[CH:5]=[CH:4][C:3]=1[C:9]1[N:14]([C:15]2[CH:20]=[CH:19][C:18]([S:21][CH3:22])=[CH:17][CH:16]=2)[N:13]=[C:12]2[C:23](=[O:37])[N:24]([CH2:26][C:27]3[CH:32]=[CH:31][C:30]([C:33]([F:35])([F:34])[F:36])=[CH:29][CH:28]=3)[N:25]=[C:11]2[CH:10]=1 |f:2.3|. Reported procedure: A mixture of 0.45 g of the compound obtained in stage A of Example 18, 0.38 g of 2,2,2-trifluoroethyltrifluoromethanesulfonate and 0.28 g of NaHCO3 in 14 ml of EtOH is refluxed for 2 hours. The reaction mixture is concentrated under vacuum, the residue is taken up with water, the mixture is extracted with DCM, the organic phase is dried over Na2SO4, and the solvent is evaporated off under vacuum. The residue is chromatographed on silica gel, elution being carried out with a mixture of DCM/EtOAc ... Reactants: [BH4-], Cl, Cl, CCC(C)(C)NCC(=O)c1cc(F)c(N)c(Br)c1, [Na+]. Yields the product CCC(C)(C)NCC(O)c1cc(F)c(N)c(Br)c1. RXN SMILES: [BH4-:21].[ClH:1].[ClH:2].[NH2:3][c:4]1[c:5]([Br:20])[cH:6][c:7]([C:11]([CH2:12][NH:13][C:14]([CH3:15])([CH3:16])[CH2:17][CH3:18])=[O:19])[cH:8][c:9]1[F:10].[Na+:22]>>[NH2:3][c:4]1[c:5]([Br:20])[cH:6][c:7]([CH:11]([CH2:12][NH:13][C:14]([CH3:15])([CH3:16])[CH2:17][CH3:18])[OH:19])[cH:8][c:9]1[F:10].